This data is from the Open Reaction Database (ORD), a public repository of structured organic reaction records. The task is: describe an organic reaction: reactants, conditions, products, and yield Reactants: Cl, CC(C)(C)OC(=O)Nc1cccc(-c2ccc(C=C3C(=O)Nc4ccccc43)o2)c1, C1COCCO1. Yields the product Nc1cccc(-c2ccc(C=C3C(=O)Nc4ccccc43)o2)c1. As a reaction SMILES: [ClH:31].[O:1]=[C:2]1[NH:3][c:4]2[cH:5][cH:6][cH:7][cH:8][c:9]2[C:10]1=[CH:11][c:12]1[cH:13][cH:14][c:15](-[c:17]2[cH:18][c:19]([NH:23][C:24](=[O:25])[O:26][C:27]([CH3:28])([CH3:29])[CH3:30])[cH:20][cH:21][cH:22]2)[o:16]1.[O:32]1[CH2:33][CH2:34][O:35][CH2:36][CH2:37]1>>[O:1]=[C:2]1[NH:3][c:4]2[cH:5][cH:6][cH:7][cH:8][c:9]2[C:10]1=[CH:11][c:12]1[cH:13][cH:14][c:15](-[c:17]2[cH:18][c:19]([NH2:23])[cH:20][cH:21][cH:22]2)[o:16]1. Starting materials: FC=1C(=NC2=CC=CC(=C2N1)C1=CC=2C(NCCC2N1)=O)C (2-(3-fluoro-2-methylquinoxalin-5-yl)-6,7-dihydro-1H-pyrrolo[3,2-c]pyridin-4(5H)-one), CC(C(C)N)C (rac-3-methylbutan-2-amine). Run in CS(=O)C (DMSO). Run at temperature 80 celsius, time 2 hour. Yields the product CC(C(C)C)NC=1C(=NC2=CC=CC(=C2N1)C1=CC=2C(NCCC2N1)=O)C (2-(3-(((±)-1,2-dimethylpropyl)amino)-2-methyl-5-quinoxalinyl)-1,5,6,7-tetrahydro-4H-pyrrolo[3,2-c]pyridin-4-one). Reaction SMILES: F[C:2]1[C:3]([CH3:22])=[N:4][C:5]2[C:10]([N:11]=1)=[C:9]([C:12]1[NH:20][C:19]3[CH2:18][CH2:17][NH:16][C:15](=[O:21])[C:14]=3[CH:13]=1)[CH:8]=[CH:7][CH:6]=2.[CH3:23][CH:24]([CH3:28])[CH:25]([NH2:27])[CH3:26]>CS(C)=O>[CH3:26][CH:25]([NH:27][C:2]1[C:3]([CH3:22])=[N:4][C:5]2[C:10]([N:11]=1)=[C:9]([C:12]1[NH:20][C:19]3[CH2:18][CH2:17][NH:16][C:15](=[O:21])[C:14]=3[CH:13]=1)[CH:8]=[CH:7][CH:6]=2)[CH:24]([CH3:28])[CH3:23]. Procedure: Prepared according to Example 127, using 2-(3-fluoro-2-methylquinoxalin-5-yl)-6,7-dihydro-1H-pyrrolo[3,2-c]pyridin-4(5H)-one (Example 126; 40 mg, 0.135 mmol), rac-3-methylbutan-2-amine (35.3 mg, 0.405 mmol, Sigma Aldrich), and DMSO (1.4 mL) stirring at 80° C. for 2 h. Purification by high throughput parallel purification (Rilas Technologies, Woburn, Mass.) provided 2-(3-(((±)-1,2-dimethylpropyl)amino)-2-methyl-5-quinoxalinyl)-1,5,6,7-tetrahydro-4H-pyrrolo[3,2-c]pyridin-4-one. 1H NMR (DMSO-d6) δ:...